The task is: describe an organic reaction: reactants, conditions, products, and yield. This data is from the Open Reaction Database (ORD), a public repository of structured organic reaction records. The reactants are O1CCN(CC1)CCO (2-morpholinoethanol), ON1C(C2=CC=CC=C2C1=O)=O (2-hydroxyisoindolin-1,3-dione), C1(=CC=CC=C1)P(C1=CC=CC=C1)C1=CC=CC=C1 (triphenylphosphine), resultant mixture, N(=NC(=O)OC(C)C)C(=O)OC(C)C (diisopropyl azodicarboxylate), O.NN (Hydrazine hydrate). Run in C(Cl)Cl (CH2Cl2). Run at time 48 hour. The product is O1CCN(CC1)CCON (O-(2-morpholinoethyl)hydroxylamine). The yield is 63.2%. RXN SMILES: [O:1]1[CH2:6][CH2:5][N:4]([CH2:7][CH2:8][OH:9])[CH2:3][CH2:2]1.O[N:11]1C(=O)C2C(=CC=CC=2)C1=O.C1(P(C2C=CC=CC=2)C2C=CC=CC=2)C=CC=CC=1.N(C(OC(C)C)=O)=NC(OC(C)C)=O.O.NN>C(Cl)Cl>[O:1]1[CH2:6][CH2:5][N:4]([CH2:7][CH2:8][O:9][NH2:11])[CH2:3][CH2:2]1 |f:4.5|. Reported procedure: To a solution of 2-morpholinoethanol (5 g, 38 mmol) in CH2Cl2 (250 mL) was added 2-hydroxyisoindolin-1,3-dione (9.3 g, 57 mmol) and triphenylphosphine (15 g, 57 mmol). The resultant mixture was cooled to 0° C. and diisopropyl azodicarboxylate (11 ml, 57 mmol) was slowly added drop wise with an addition funnel under N2 atmosphere. The reaction mixture was stirred at ambient temperature for 48 h. The reaction mixture was concentrated to provide clear oil, which was purified by flash chromatography... Reactants: C#CCCCC, O=Cc1ccc(C(F)(F)F)cc1. Product: CCCCC=CC(O)c1ccc(C(F)(F)F)cc1. As a reaction SMILES: [CH:1]#[C:2][CH2:3][CH2:4][CH2:5][CH3:6].[F:7][C:8]([c:9]1[cH:10][cH:11][c:12]([CH:13]=[O:14])[cH:15][cH:16]1)([F:17])[F:18]>>[CH:1](=[CH:2][CH2:3][CH2:4][CH2:5][CH3:6])[CH:13]([c:12]1[cH:11][cH:10][c:9]([C:8]([F:7])([F:17])[F:18])[cH:16][cH:15]1)[OH:14]. Starting materials: CC(C)(C)OC(=O)N1C(CN(CC1)C(=O)OC(C)(C)C)C(=O)O (1,4-bis{[(1,1-dimethylethyl)oxy]carbonyl}-2-piperazinecarboxylic acid), CC(C)(C)OC(=O)N1C(CN(CC1)C(=O)OC(C)(C)C)C(=O)O (1,4-bis{[(1,1-dimethylethyl)oxy]carbonyl}-2-piperazinecarboxylic acid), CC1(OC(CC(O1)=O)=O)C (2,2-dimethyl-1,3-dioxane-4,6-dione), C1CCC(CC1)N=C=NC2CCCCC2 (DCC). The reagents and catalysts are CN(C)C=1C=CN=CC1 (DMAP). The solvent is ClCCl (dichloromethane). Run at time 15 minute. Yields the product CC1(OC(C(C(O1)=O)=C(C1N(CCN(C1)C(=O)OC(C)(C)C)C(=O)OC(C)(C)C)O)=O)C (Bis(1,1-Dimethylethyl) 2-[(2,2-dimethyl-4,6-dioxo-1,3-dioxan-5-ylidene)(hydroxy)methyl]-1,4-piperazinedicarboxylate). Isolated yield 5.8%. RXN SMILES: [CH3:1][C:2]([O:5][C:6]([N:8]1[CH2:13][CH2:12][N:11]([C:14]([O:16][C:17]([CH3:20])([CH3:19])[CH3:18])=[O:15])[CH2:10][CH:9]1[C:21](O)=[O:22])=[O:7])([CH3:4])[CH3:3].C1CCC(N=C=NC2CCCCC2)CC1.[CH3:39][C:40]1([CH3:48])[O:45][C:44](=[O:46])[CH2:43][C:42](=[O:47])[O:41]1>ClCCl.CN(C1C=CN=CC=1)C>[CH3:39][C:40]1([CH3:48])[O:45][C:44](=[O:46])[C:43](=[C:21]([OH:22])[CH:9]2[CH2:10][N:11]([C:14]([O:16][C:17]([CH3:20])([CH3:18])[CH3:19])=[O:15])[CH2:12][CH2:13][N:8]2[C:6]([O:5][C:2]([CH3:4])([CH3:3])[CH3:1])=[O:7])[C:42](=[O:47])[O:41]1. Procedure details: To a solution of 1,4-bis{[(1,1-dimethylethyl)oxy]carbonyl}-2-piperazinecarboxylic acid (may be prepared as described in Intermediate 1; 14.58 g) in dichloromethane (500 mL) was added DMAP (8.09 g) and then DCC (13.66 g). The reaction was stirred for 15 minutes and then 2,2-dimethyl-1,3-dioxane-4,6-dione (9.54 g) (Meldrum's acid) was added. The reaction was stirred at room temperature for 20 h. A solid was present, which was filtered off and the product was found to be in the filtrate. The filtra... Reactants: C1(=CC=CC=C1)C[SiH](Cl)Cl (phenylmethyldichlorosilane), O1CCCC1 (THF), [Mg] (magnesium), C(C)(C)Cl (isopropyl chloride), CCCCCC (hexane). The product is Grignard reagent, C[Si](Cl)(C(C)C)C1=CC=CC=C1 (methylphenylisopropylchlorosilane). As a reaction SMILES: [Mg].[CH:2](Cl)([CH3:4])[CH3:3].C1([CH2:12][SiH:13](Cl)[Cl:14])C=CC=CC=1.O1CCCC1.[CH3:21][CH2:22][CH2:23][CH2:24][CH2:25][CH3:26]>>[CH3:12][Si:13]([C:23]1[CH:22]=[CH:21][CH:26]=[CH:25][CH:24]=1)([CH:2]([CH3:4])[CH3:3])[Cl:14]. Procedure: 36 g (1.5 mol) magnesium was introduced into a 2 L four-neck flask equipped with a reflux condenser, stirring rod, thermometer, and addition funnel, and was dried under nitrogen. 800 mL dry tetrahydrofuran (THF) was then added. A Grignard reagent was prepared by slowly dripping in 117.8 g (1.5 mol) isopropyl chloride from the addition funnel. Then, 267.6 g (1.4 mol) phenylmethyldichlorosilane was dripped in from the addition funnel. After completion of this addition, the reaction was brought to ...